This data is from the Open Reaction Database (ORD), a public repository of structured organic reaction records. The task is: describe an organic reaction: reactants, conditions, products, and yield The reactants are [Br-], CN(CC=O)C(=O)OC(C)(C)C, CC(C)CC[Mg+], CC(C)CCBr, [Cl-], [Mg], [NH4+], C1CCOC1. Yields the product CC(C)CCC(O)CN(C)C(=O)OC(C)(C)C. As a reaction SMILES: [Br-:13].[C:1]([CH3:2])([CH3:3])([CH3:4])[O:5][C:6](=[O:7])[N:8]([CH3:9])[CH2:10][CH:11]=[O:12].[CH2:14]([CH2:15][CH:16]([CH3:17])[CH3:18])[Mg+:19].[CH2:20]([Br:21])[CH2:22][CH:23]([CH3:24])[CH3:25].[Cl-:27].[Mg:26].[NH4+:28].[O:29]1[CH2:30][CH2:31][CH2:32][CH2:33]1>>[C:1]([CH3:2])([CH3:3])([CH3:4])[O:5][C:6](=[O:7])[N:8]([CH3:9])[CH2:10][CH:11]([OH:12])[CH2:14][CH2:15][CH:16]([CH3:17])[CH3:18]. As a reaction SMILES: [B:49]([Br:50])([Br:51])[Br:52].[CH3:1][O:2][C:3]([CH2:4][c:5]1[c:6]([CH3:23])[n:7]([CH2:15][c:16]2[cH:17][cH:18][c:19]([Cl:22])[cH:20][cH:21]2)[c:8]2[cH:9][cH:10][c:11]([OH:14])[cH:12][c:13]12)=[O:24].[Cl:25][c:26]1[cH:27][cH:28][c:29]([CH2:30][n:31]2[c:32]3[c:33]([cH:34][c:35]([O:36][CH3:37])[cH:38][cH:39]3)[c:40]([CH2:41][C:42]([OH:43])=[O:44])[c:45]2[CH3:46])[cH:47][cH:48]1.[Cl:53][CH2:54][Cl:55]>>[O:2]=[C:3]([CH2:4][c:5]1[c:6]([CH3:23])[n:7]([CH2:15][c:16]2[cH:17][cH:18][c:19]([Cl:22])[cH:20][cH:21]2)[c:8]2[cH:9][cH:10][c:11]([OH:14])[cH:12][c:13]12)[OH:24]. Reactants: BrB(Br)Br, COC(=O)Cc1c(C)n(Cc2ccc(Cl)cc2)c2ccc(O)cc12, COc1ccc2c(c1)c(CC(=O)O)c(C)n2Cc1ccc(Cl)cc1, ClCCl. Product: Cc1c(CC(=O)O)c2cc(O)ccc2n1Cc1ccc(Cl)cc1. The reactants are Nc1cccc(Cl)c1, [Na+], [OH-], O, O=S(=O)(O)O. Yields the product Nc1cc(Cl)ccc1S(=O)(=O)O. RXN SMILES: [Cl:6][c:7]1[cH:8][c:9]([NH2:10])[cH:11][cH:12][cH:13]1.[Na+:16].[OH-:15].[OH2:14].[S:1]([OH:2])([OH:3])(=[O:4])=[O:5]>>[S:1](=[O:2])([OH:3])(=[O:5])[c:11]1[c:9]([NH2:10])[cH:8][c:7]([Cl:6])[cH:13][cH:12]1. Starting materials: BrC=1C=C(C(=NC1)N)N (5-bromo-2,3-diaminopyridine), N1C(=CC=C1)C=O (pyrrole-2-carboxaldehyde). Product: BrC=1C=C2C(=NC1)NC(=N2)C=2NC=CC2 (6-Bromo-2-(1H-pyrrol-2-yl)-3H-imidazo[4,5-b]pyridine). Reaction SMILES: [Br:1][C:2]1[CH:3]=[C:4]([NH2:9])[C:5]([NH2:8])=[N:6][CH:7]=1.[NH:10]1[CH:14]=[CH:13][CH:12]=[C:11]1[CH:15]=O>>[Br:1][C:2]1[CH:3]=[C:4]2[N:9]=[C:15]([C:11]3[NH:10][CH:14]=[CH:13][CH:12]=3)[NH:8][C:5]2=[N:6][CH:7]=1. Reported procedure: The title compound was prepared from 5-bromo-2,3-diaminopyridine and pyrrole-2-carboxaldehyde.